This data is from the Open Reaction Database (ORD), a public repository of structured organic reaction records. The task is: describe an organic reaction: reactants, conditions, products, and yield The reactants are C1C(=O)NC=N1 (imidazolinone), C(=O)(O)C1(CCOC2=C1C=CC=C2)CC(=O)O (4-carboxy-3,4-dihydro-2H-1-benzopyran-4-acetic acid), C(=O)(O)C1(CCOC2=C1C=CC=C2)CC(=O)O (4-carboxy-3,4-dihydro-2H-1-benzopyran-4-acetic acid), C(C)C=1C=NC(=C(C(=O)O)C1)C=1NC(C(N1)(C)C(C)C)=O (5-ethyl-2-(4-isopropyl-4-methyl-5-oxo-2-imidazolin-2-yl)nicotinic acid), diammonium. Product: C(C)(C)C1(N=C(NC1=O)C1=C(C(=O)O)C=C(C=N1)C)C (2-(4-isopropyl-4-methyl-5-oxo-2-imidazolin-2-yl)-5-methylnicotinic acid). RXN SMILES: C1N=CNC1=O.[CH2:7]([C:9]1[CH:10]=[N:11][C:12]([C:18]2[NH:19][C:20](=[O:27])[C:21]([CH:24]([CH3:26])[CH3:25])([CH3:23])[N:22]=2)=[C:13]([CH:17]=1)[C:14]([OH:16])=[O:15])C.C(C1(CC(O)=O)C2C=CC=CC=2OCC1)(O)=O>>[CH:24]([C:21]1([CH3:23])[C:20](=[O:27])[NH:19][C:18]([C:12]2[N:11]=[CH:10][C:9]([CH3:7])=[CH:17][C:13]=2[C:14]([OH:16])=[O:15])=[N:22]1)([CH3:26])[CH3:25]. Reported procedure: The composition according to claim 45 wherein the imidazolinone compound is 5-ethyl-2-(4-isopropyl-4-methyl-5-oxo-2-imidazolin-2-yl)nicotinic acid and the safener compound is selected from the group consisting of the diammonium salt of 4-carboxy-3,4-dihydro-2H-1-benzopyran-4-acetic acid and 4-carboxy-3,4-dihydro-2H-1-benzopyran-4-acetic acid.